The task is: describe an organic reaction: reactants, conditions, products, and yield. This data is from the Open Reaction Database (ORD), a public repository of structured organic reaction records. The reactants are C(C)OC(=O)C=1NC2=CC=C(C=C2C1)O (5-hydroxy-1H-indole-2-carboxylic acid ethyl ester), BrCC(=O)OC(C)(C)C (tert-butyl bromoacetate), C([O-])([O-])=O.[Cs+].[Cs+] (cesium carbonate). Run in CN(C=O)C (dimethylformamide), C(C)(=O)OCC (ethyl acetate). Reaction conditions: time 16 hour. Yields the product C(C)OC(=O)C=1NC2=CC=C(C=C2C1)OCC(=O)OC(C)(C)C (5-tert-butoxycarbonylmethoxy-1H-indole-2-carboxylic acid ethyl ester). Yield: 62.6%. RXN SMILES: [CH2:1]([O:3][C:4]([C:6]1[NH:7][C:8]2[C:13]([CH:14]=1)=[CH:12][C:11]([OH:15])=[CH:10][CH:9]=2)=[O:5])[CH3:2].Br[CH2:17][C:18]([O:20][C:21]([CH3:24])([CH3:23])[CH3:22])=[O:19].C(=O)([O-])[O-].[Cs+].[Cs+]>CN(C)C=O.C(OCC)(=O)C>[CH2:1]([O:3][C:4]([C:6]1[NH:7][C:8]2[C:13]([CH:14]=1)=[CH:12][C:11]([O:15][CH2:17][C:18]([O:20][C:21]([CH3:24])([CH3:23])[CH3:22])=[O:19])=[CH:10][CH:9]=2)=[O:5])[CH3:2] |f:2.3.4|. Procedure details: A mixture of 5-hydroxy-1H-indole-2-carboxylic acid ethyl ester (2 g, 10 mmol), tert-butyl bromoacetate (2.35 g, 12 mmol) and cesium carbonate (10.5 g, 30 mmol) in dimethylformamide (10 mL) was stirred at room temperature for 16 hours. The reaction was diluted with ethyl acetate (150 mL), washed with water (5×50 mL) and brine, dried and concentrated. The residue was recrystallized from ethyl acetate and hexane to give 2 g (63%) 5-tert-butoxycarbonylmethoxy-1H-indole-2-carboxylic acid ethyl ester. The reactants are CC(C)(C)OC(=O)N1CCC(O)C1, Cc1ccccc1, CS(C)=O. The product is CC(C)(C)OC(=O)N1CCC(OCc2ccccc2)C1. As a reaction SMILES: [C:5]([CH3:6])([CH3:7])([CH3:8])[O:9][C:10](=[O:11])[N:12]1[CH2:13][CH:14]([OH:17])[CH2:15][CH2:16]1.[CH3:18][c:19]1[cH:20][cH:21][cH:22][cH:23][cH:24]1.[CH3:1][S:2](=[O:3])[CH3:4]>>[C:5]([CH3:6])([CH3:7])([CH3:8])[O:9][C:10](=[O:11])[N:12]1[CH2:13][CH:14]([O:17][CH2:18][c:19]2[cH:20][cH:21][cH:22][cH:23][cH:24]2)[CH2:15][CH2:16]1. The reactants are [OH-].[Na+] (sodium hydroxide), C(CC(O)(C(=O)[O-])CC(=O)[O-])(=O)[O-].[Na+].[Na+].[Na+].C(CC(O)(C(=O)O)CC(=O)O)(=O)O (sodium citrate citric acid), OCCCNCCCO (bis(3-hydroxypropyl)amine), N(=[N+]=[N-])C(=O)OC(C)(C)C (t-butyl azidoformate). The solvent is O1CCOCC1.O (dioxane water), CCOCC (ether). The product is OCCCN(C(=O)C(C)(C)C)CCCO (bis(3-hydroxypropyl)-t-butylcarboxamide). RXN SMILES: [OH:1][CH2:2][CH2:3][CH2:4][NH:5][CH2:6][CH2:7][CH2:8][OH:9].[OH-].[Na+].N(C(O[C:18]([CH3:21])([CH3:20])[CH3:19])=O)=[N+]=[N-].C([O-])(=O)C[C:24](CC([O-])=O)(C([O-])=O)[OH:25].[Na+].[Na+].[Na+].C(O)(=O)CC(CC(O)=O)(C(O)=O)O>O1CCOCC1.O.CCOCC>[OH:1][CH2:2][CH2:3][CH2:4][N:5]([CH2:6][CH2:7][CH2:8][OH:9])[C:24]([C:18]([CH3:19])([CH3:20])[CH3:21])=[O:25] |f:1.2,4.5.6.7.8,9.10|. Reported procedure: Dissolve bis(3-hydroxypropyl)amine (1.33 g, 10 mmol) in 50/50 dioxane/water (25 mL) and buffer to pH 10 with 1N sodium hydroxide. Add, by dropwise addition, an ether solution of t-butyl azidoformate (1.58 g, 11 mmol) at 10° C. Allow to warm to room temperature and buffer occasionally to retain pH 10. Acidify with a sodium citrate/citric acid buffer to pH 5, extract with ether (3X), dry (MgSO4) and evaporate the solvent in vacuo. Purify the residue by silica gel chromatography to give bis(3-hydro... Starting materials: BrC1=CC(=C(C(=O)OC)C=C1)NC1=CC=C(C=C1)F (methyl 4-bromo-2-(4-fluoroanilino)benzoate), FC(C1=CC=C(C=C1)B(O)O)(F)F (4-(trifluoromethyl)phenylboronic acid), C([O-])([O-])=O.[Na+].[Na+] (sodium carbonate). The reagents and catalysts are [Pd+2].C1(=CC=CC=C1)P(C1=CC=CC=C1)C1=CC=CC=C1 (triphenylphosphine palladium (II)). Run in CN(C(C)=O)C (N,N-dimethylacetamide). Conditions: temperature 90 celsius, time 12 hour. The product is FC1=CC=C(NC2=C(C(=O)O)C=CC(=C2)C2=CC=C(C=C2)C(F)(F)F)C=C1 (2-(4-fluoroanilino)-4-(4-(trifluoromethyl)phenyl)benzoic acid). The yield is 22.2%. As a reaction SMILES: Br[C:2]1[CH:11]=[CH:10][C:5]([C:6]([O:8]C)=[O:7])=[C:4]([NH:12][C:13]2[CH:18]=[CH:17][C:16]([F:19])=[CH:15][CH:14]=2)[CH:3]=1.[F:20][C:21]([F:32])([F:31])[C:22]1[CH:27]=[CH:26][C:25](B(O)O)=[CH:24][CH:23]=1.C(=O)([O-])[O-].[Na+].[Na+]>[Pd+2].C1(P(C2C=CC=CC=2)C2C=CC=CC=2)C=CC=CC=1.CN(C)C(=O)C>[F:19][C:16]1[CH:17]=[CH:18][C:13]([NH:12][C:4]2[CH:3]=[C:2]([C:25]3[CH:26]=[CH:27][C:22]([C:21]([F:32])([F:31])[F:20])=[CH:23][CH:24]=3)[CH:11]=[CH:10][C:5]=2[C:6]([OH:8])=[O:7])=[CH:14][CH:15]=1 |f:2.3.4,5.6|. Procedure: To N,N-dimethylacetamide 2.5 mL solution of methyl 4-bromo-2-(4-fluoroanilino)benzoate 70 mg were added 4-(trifluoromethyl)phenylboronic acid 62 mg, sodium carbonate 57 mg and polymer-carried bis(acetato) triphenylphosphine palladium (II) 31 mg at room temperature, and it was stirred at 90° C. for 12 hours. After the reaction mixture was cooled to room temperature, insoluble matter was filtrated, and ethyl acetate and 1.0 mol/L hydrochloric acid were added to it. The organic layer was separated ... Starting materials: O=S(=O)(CC(O)(CBr)c1ccccc1)c1ccccc1, CC(C)=O, [I-], [Na+], O. Yields the product O=S(=O)(CC(O)(CI)c1ccccc1)c1ccccc1. RXN SMILES: [Br:1][CH2:2][C:3]([CH2:4][S:5](=[O:6])(=[O:7])[c:8]1[cH:9][cH:10][cH:11][cH:12][cH:13]1)([OH:14])[c:15]1[cH:16][cH:17][cH:18][cH:19][cH:20]1.[CH3:24][C:25](=[O:26])[CH3:27].[I-:22].[Na+:21].[OH2:23]>>[CH2:2]([C:3]([CH2:4][S:5](=[O:6])(=[O:7])[c:8]1[cH:9][cH:10][cH:11][cH:12][cH:13]1)([OH:14])[c:15]1[cH:16][cH:17][cH:18][cH:19][cH:20]1)[I:22]. The reactants are CC(C)([O-])C.[K+] (Potassium t-butoxide), C(C1=CC=CC=C1)OC1=C(C=CC=C1)O (2-benzyloxy-phenol), C(C)OC(C=C(C)Cl)=O (3-chloro-but-2-enoic acid ethyl ester). Solvent: O1CCCC1 (tetrahydrofuran), O1CCCC1 (tetrahydrofuran). Reaction conditions: temperature 23 celsius. Yields the product C(C)OC(\C=C(/C)\OC1=C(C=CC=C1)OCC1=CC=CC=C1)=O ((E)-3-(2-benzyloxy-phenoxy)-but-2-enoic acid ethyl ester). Yield: 73.0%. RXN SMILES: CC(C)([O-])C.[K+].[CH2:7]([O:14][C:15]1[CH:20]=[CH:19][CH:18]=[CH:17][C:16]=1[OH:21])[C:8]1[CH:13]=[CH:12][CH:11]=[CH:10][CH:9]=1.[CH2:22]([O:24][C:25](=[O:30])[CH:26]=[C:27](Cl)[CH3:28])[CH3:23]>O1CCCC1>[CH2:22]([O:24][C:25](=[O:30])/[CH:26]=[C:27](/[O:21][C:16]1[CH:17]=[CH:18][CH:19]=[CH:20][C:15]=1[O:14][CH2:7][C:8]1[CH:9]=[CH:10][CH:11]=[CH:12][CH:13]=1)\[CH3:28])[CH3:23] |f:0.1|. Procedure: Potassium t-butoxide (5.60 g, 0.05 mol) was added to a stirred solution of 2-benzyloxy-phenol (5.00 g, 0.025 mol) in tetrahydrofuran (50 mL) at 23° C. under nitrogen and the reaction mixture was heated to reflux for 0.75 h. The reaction mixture was cooled to 23° C. and a solution of 3-chloro-but-2-enoic acid ethyl ester (prepared as in Example 191, 3.70 g, 0.025 mol) in tetrahydrofuran (40 mL) was added to the reaction mixture. The reaction mixture was refluxed for an additional 3 h. After this ...